This data is from the Open Reaction Database (ORD), a public repository of structured organic reaction records. The task is: describe an organic reaction: reactants, conditions, products, and yield The reactants are C=O (paraformaldehyde), [Li]CCCC (n-BuLi), solution, BrC=1N(C(=C(N1)Br)Br)COCC[Si](C)(C)C (2,4,5-tribromo-1-({[2-(trimethylsilyl)ethyl]oxy}methyl)-1H-imidazole). The solvent is hexanes, C1CCOC1 (THF). Run at time 30 minute. Product: BrC=1N=C(N(C1Br)COCC[Si](C)(C)C)CO ([4,5-dibromo-1-({[2-(trimethylsilyl)ethyl]oxy}methyl)-1H-imidazol-2-yl]methanol). The yield is 29.8%. As a reaction SMILES: [Li]CCCC.Br[C:7]1[N:8]([CH2:14][O:15][CH2:16][CH2:17][Si:18]([CH3:21])([CH3:20])[CH3:19])[C:9]([Br:13])=[C:10]([Br:12])[N:11]=1.[CH2:22]=[O:23]>C1COCC1>[Br:12][C:10]1[N:11]=[C:7]([CH2:22][OH:23])[N:8]([CH2:14][O:15][CH2:16][CH2:17][Si:18]([CH3:21])([CH3:20])[CH3:19])[C:9]=1[Br:13]. Procedure details: n-BuLi (3.16 mL of a 1.6 M solution in hexanes, 4.96 mmol) was added dropwise to a −78° C. solution of 2,4,5-tribromo-1-({[2-(trimethylsilyl)ethyl]oxy}methyl)-1H-imidazole (2.16 g, 4.96 mmol) in THF (50 mL). After 30 min, paraformaldehyde (0.74 g, 24.82 mmol) was added. The reaction mixture was warmed to RT, stirred overnight, quenched by addition of sat'd NH4Cl and extracted with EtOAc. The organic phase was dried (Na2SO4), filtered, and purified by silica gel chromatography (5-60% EtOAc/hex) t... Reactants: COC(=O)C1=C(NC(=C(C1C1=C(C=CC=C1)[N+](=O)[O-])C(=O)OC)C)C (2,6-dimethyl-4-(2nitrophenyl)-1,4-dihydropyridine-3,5-dicarboxylic acid 3,5-dimethyl ester), CrO3. Run in C(C)(=O)O (acetic acid). Product: COC(=O)C=1C(=NC(=C(C1C1=C(C=CC=C1)[N+](=O)[O-])C(=O)OC)C)C (2,6-Dimethyl-4-(2-nitrophenyl) pyridine-3,5-dicarboxylic acid 3,5-dimethyl ester). The yield is 83.0%. Reaction SMILES: [CH3:1][O:2][C:3]([C:5]1[CH:10]([C:11]2[CH:16]=[CH:15][CH:14]=[CH:13][C:12]=2[N+:17]([O-:19])=[O:18])[C:9]([C:20]([O:22][CH3:23])=[O:21])=[C:8]([CH3:24])[NH:7][C:6]=1[CH3:25])=[O:4]>C(O)(=O)C>[CH3:23][O:22][C:20]([C:9]1[C:8]([CH3:24])=[N:7][C:6]([CH3:25])=[C:5]([C:3]([O:2][CH3:1])=[O:4])[C:10]=1[C:11]1[CH:16]=[CH:15][CH:14]=[CH:13][C:12]=1[N+:17]([O-:19])=[O:18])=[O:21]. Reported procedure: Over a boiling solution of 3 kg (8.7 mol) of 2,6-dimethyl-4-(2nitrophenyl)-1,4-dihydropyridine-3,5-dicarboxylic acid 3,5-dimethyl ester in 8,251 of acetic acid, 870 g (8.7 mol) of CrO3 were portionwise added, with stirring. When the addition was complete, the reaction mixture was refluxed with stirring for one additional hour. When the mixture reached the room temperature, it was slowly poured, with stirring, over 22.5 1 of a mixture of 25% aq. H4NOH and ice (2:1), and the product precipitated. ... The reactants are C=CCBr, CCC(CO[Si](c1ccccc1)(c1ccccc1)C(C)(C)C)N1C(=O)CCC(c2cccc(Cl)c2)C1c1ccc(Cl)cc1, C1CCOC1, C[Si](C)(C)[N-][Si](C)(C)C, CC(C)[N-]C(C)C, Cc1ccccc1, CCOC(C)=O, C[Si](C)(C)CCOCCl, [Li+], [Li+]. The product is C=CCC1(COCC[Si](C)(C)C)CC(c2cccc(Cl)c2)C(c2ccc(Cl)cc2)N(C(CC)CO[Si](c2ccccc2)(c2ccccc2)C(C)(C)C)C1=O. Reaction SMILES: [Br:54][CH2:55][CH:56]=[CH2:57].[C:11]([CH3:12])([CH3:13])([CH3:14])[Si:15]([O:16][CH2:17][CH:18]([CH2:19][CH3:20])[N:21]1[C:22](=[O:41])[CH2:23][CH2:24][CH:25]([c:34]2[cH:35][c:36]([Cl:40])[cH:37][cH:38][cH:39]2)[CH:26]1[c:27]1[cH:28][cH:29][c:30]([Cl:33])[cH:31][cH:32]1)([c:42]1[cH:43][cH:44][cH:45][cH:46][cH:47]1)[c:48]1[cH:49][cH:50][cH:51][cH:52][cH:53]1.[CH2:82]1[O:83][CH2:84][CH2:85][CH2:86]1.[CH3:1][Si:2]([N-:3][Si:4]([CH3:5])([CH3:6])[CH3:7])([CH3:8])[CH3:9].[CH3:59][CH:60]([N-:61][CH:62]([CH3:63])[CH3:64])[CH3:65].[CH3:75][c:76]1[cH:77][cH:78][cH:79][cH:80][cH:81]1.[CH3:87][CH2:88][O:89][C:90]([CH3:91])=[O:92].[Cl:66][CH2:67][O:68][CH2:69][CH2:70][Si:71]([CH3:72])([CH3:73])[CH3:74].[Li+:10].[Li+:58]>>[C:11]([CH3:12])([CH3:13])([CH3:14])[Si:15]([O:16][CH2:17][CH:18]([CH2:19][CH3:20])[N:21]1[C:22](=[O:41])[C:23]([CH2:55][CH:56]=[CH2:57])([CH2:67][O:68][CH2:69][CH2:70][Si:71]([CH3:72])([CH3:73])[CH3:74])[CH2:24][CH:25]([c:34]2[cH:35][c:36]([Cl:40])[cH:37][cH:38][cH:39]2)[CH:26]1[c:27]1[cH:28][cH:29][c:30]([Cl:33])[cH:31][cH:32]1)([c:42]1[cH:43][cH:44][cH:45][cH:46][cH:47]1)[c:48]1[cH:49][cH:50][cH:51][cH:52][cH:53]1. Reactants: ClC1=C(C=O)C=CC(=C1)CN1CCCC1 (2-chloro-4-(1-pyrrolidinylmethyl)-benzaldehyde), BrC(Br)(Br)Br (tetrabromomethane), C1(=CC=CC=C1)P(C1=CC=CC=C1)C1=CC=CC=C1 (triphenylphosphine). Run in C(Cl)Cl (DCM), C(Cl)Cl (DCM). Conditions: temperature 0 celsius, time 30 minute. The product is ClC=1C=C(C=CC1C=C(Br)Br)CN1CCCC1 (1-[[3-chloro-4-(2,2-dibromo ethenyl)phenyl]methyl]-pyrrolidine). RXN SMILES: [Cl:1][C:2]1[CH:9]=[C:8]([CH2:10][N:11]2[CH2:15][CH2:14][CH2:13][CH2:12]2)[CH:7]=[CH:6][C:3]=1[CH:4]=O.[Br:16][C:17](Br)(Br)[Br:18].C1(P(C2C=CC=CC=2)C2C=CC=CC=2)C=CC=CC=1>C(Cl)Cl>[Cl:1][C:2]1[CH:9]=[C:8]([CH2:10][N:11]2[CH2:15][CH2:14][CH2:13][CH2:12]2)[CH:7]=[CH:6][C:3]=1[CH:4]=[C:17]([Br:18])[Br:16]. Procedure details: A mixture of 2-chloro-4-(1-pyrrolidinylmethyl)-benzaldehyde (prepared according to the teachings in WO2008/148868) (10.0 g, 44.70 mmol) and tetrabromomethane (22.2 g, 67.05 mmol) in DCM (300 ml) was stirred at 0° C. A solution of triphenylphosphine (35.2 g, 134.10 mmol) in DCM (500 ml) was added. The mixture was stiffed for 30 min at 0° C. The mixture was concentrated in vacuo. The residue was taken up into CHCl3, and the precipitate was filtered off. The filtrate was concentrated in vacuo. The ... The reactants are Clc1ccc(CBr)nn1, CO, CO, N. The product is Br, NCc1ccc(Cl)nn1. RXN SMILES: [Br:1][CH2:2][c:3]1[n:4][n:5][c:6]([Cl:9])[cH:7][cH:8]1.[CH3:10][OH:11].[CH3:13][OH:14].[NH3:12]>>[BrH:1].[CH2:2]([c:3]1[n:4][n:5][c:6]([Cl:9])[cH:7][cH:8]1)[NH2:12]. The reactants are C(C)NS(=O)(=O)C(C(C(C(C(C(C(C(F)(F)F)(F)F)(F)F)(F)F)(F)F)(F)F)(F)F)(F)F (N-ethylperfluorooctylsulfonamide), C([O-])([O-])=O.[K+].[K+] (potassium carbonate), C(C)(C)(C)OC(CBr)=O (bromoacetic acid-tert-butyl ester). Solvent: CC(=O)C (acetone). Run at temperature 60 celsius, time 3 hour. The product is C(C)(C)(C)OC(CN(S(=O)(=O)C(C(C(C(C(C(C(C(F)(F)F)(F)F)(F)F)(F)F)(F)F)(F)F)(F)F)(F)F)CC)=O (N-Ethyl-N-(perfluorooctylsulfonyl)-amino-acetic acid-t-butyl ester). RXN SMILES: [CH2:1]([NH:3][S:4]([C:7]([F:31])([F:30])[C:8]([F:29])([F:28])[C:9]([F:27])([F:26])[C:10]([F:25])([F:24])[C:11]([F:23])([F:22])[C:12]([F:21])([F:20])[C:13]([F:19])([F:18])[C:14]([F:17])([F:16])[F:15])(=[O:6])=[O:5])[CH3:2].C(=O)([O-])[O-].[K+].[K+].[C:38]([O:42][C:43](=[O:46])[CH2:44]Br)([CH3:41])([CH3:40])[CH3:39]>CC(C)=O>[C:38]([O:42][C:43](=[O:46])[CH2:44][N:3]([CH2:1][CH3:2])[S:4]([C:7]([F:30])([F:31])[C:8]([F:28])([F:29])[C:9]([F:26])([F:27])[C:10]([F:24])([F:25])[C:11]([F:22])([F:23])[C:12]([F:20])([F:21])[C:13]([F:19])([F:18])[C:14]([F:17])([F:16])[F:15])(=[O:6])=[O:5])([CH3:41])([CH3:40])[CH3:39] |f:1.2.3|. Procedure details: 20 g (37.94 mmol) of N-ethylperfluorooctylsulfonamide and 15.73 g (113.8 mmol) of potassium carbonate are suspended in 200 ml of acetone, and 14.80 g (75.87 mmol) of bromoacetic acid-tert-butyl ester is added in drops at 60° C. It is stirred for 3 hours at 60° C. Salts are filtered out, and the filtrate is evaporated to the dry state in a vacuum. The residue is chromatographed on silica gel (mobile solvent: hexane/dichloromethane/acetone=10:10:1). After the product-containing fractions are conce...